The task is: describe an organic reaction: reactants, conditions, products, and yield. This data is from the Open Reaction Database (ORD), a public repository of structured organic reaction records. Reactants: 4-formylboronic acid, N1=C(C=CC=C1)C1=CC=C(C=O)C=C1 (4-pyridin-2-yl-benzaldehyde), Cl.BrC1=CC=NC=C1 (4-bromopyridine hydrochloride). Solvent: C(C)N(CC)CC (triethylamine). Product: N1=CC=C(C=C1)C1=CC=C(C=O)C=C1 (4-Pyridin-4-yl-benzaldehyde), solid. Yield: 51.0%. RXN SMILES: N1C=C[CH:4]=[CH:3][C:2]=1[C:7]1[CH:14]=[CH:13][C:10]([CH:11]=[O:12])=[CH:9][CH:8]=1.Cl.BrC1C=C[N:20]=[CH:19][CH:18]=1>C(N(CC)CC)C>[N:20]1[CH:4]=[CH:3][C:2]([C:7]2[CH:8]=[CH:9][C:10]([CH:11]=[O:12])=[CH:13][CH:14]=2)=[CH:18][CH:19]=1 |f:1.2|. Procedure: This aldehyde was prepared using the procedure for 4-pyridin-2-yl-benzaldehyde in Example 126 from 4-bromopyridine hydrochloride, triethylamine and 4-formylboronic acid to give a yellow crystalline solid (51%): mp=90-91° C.; Rf=0.08 (30% EtOAc/hexanes); IR (KBr) 1697, 1595, 1214, 1169, 801 cm−1; 1H NMR (CDCl3) δ 7.74 (d, 2H, J=5.8 Hz), 7.84 (d, 2H, J=8.3 Hz), 8.05 (d, 2H, J=8.1 Hz), 8.77-8.78 (m, 2H), 10.11 (s, 1H). LRMS 184 (M+H).